This data is from the Open Reaction Database (ORD), a public repository of structured organic reaction records. The task is: describe an organic reaction: reactants, conditions, products, and yield Reactants: C(C1=CC=CC=C1)ON1C([C@@H](CC=C(C1)CN1CCOCC1)NS(=O)(=O)C1=CC=C(C=C1)OC1=CC=C(C=C1)Cl)=O (N-(1-Benzyloxy-6-morpholin-4-ylmethyl-2-oxo-2,3,4,7-tetrahydro-1H-azepin-3-(R)-yl)-4-(4-chloro-phenoxy)-benzenesulfonamide), CS(=O)(=O)O (methanesulfonic acid), ice. Run at time 20 hour. The product is ClC1=CC=C(OC2=CC=C(C=C2)S(=O)(=O)N[C@H]2C(N(CC(=CC2)CN2CCOCC2)O)=O)C=C1 (4-(4-Chloro-phenoxy)-N-(1-hydroxy-6-morpholin-4-ylmethyl-2-oxo-2,3,4,7-tetrahydro-1H-azepin-3-(R)-yl)-benzenesulfonamide). The yield is 49.3%. As a reaction SMILES: C([O:8][N:9]1[CH2:15][C:14]([CH2:16][N:17]2[CH2:22][CH2:21][O:20][CH2:19][CH2:18]2)=[CH:13][CH2:12][C@@H:11]([NH:23][S:24]([C:27]2[CH:32]=[CH:31][C:30]([O:33][C:34]3[CH:39]=[CH:38][C:37]([Cl:40])=[CH:36][CH:35]=3)=[CH:29][CH:28]=2)(=[O:26])=[O:25])[C:10]1=[O:41])C1C=CC=CC=1.CS(O)(=O)=O>>[Cl:40][C:37]1[CH:36]=[CH:35][C:34]([O:33][C:30]2[CH:31]=[CH:32][C:27]([S:24]([NH:23][C@@H:11]3[CH2:12][CH:13]=[C:14]([CH2:16][N:17]4[CH2:18][CH2:19][O:20][CH2:21][CH2:22]4)[CH2:15][N:9]([OH:8])[C:10]3=[O:41])(=[O:26])=[O:25])=[CH:28][CH:29]=2)=[CH:39][CH:38]=1. Reported procedure: To 251 mg of N-(1-Benzyloxy-6-morpholin-4-ylmethyl-2-oxo-2,3,4,7-tetrahydro-1H-azepin-3-(R)-yl)-4-(4-chloro-phenoxy)-benzenesulfonamide was added 8 mL of methanesulfonic acid. The reaction was stirred at room temperature for 20 hours, and then the solution was poured over ice. After the ice melted, the aqueous layer was extracted with ethyl ether. The aqueous layer was then neutralized with NaHCO3(s). The aqueous layers were then extracted with dichloromethane three times. The organic layers wer... The reactants are C1CCOC1, Cc1cccc(C=O)c1, COC(=O)C=P(c1ccccc1)(c1ccccc1)c1ccccc1. Product: COC(=O)C=Cc1cccc(C)c1. As a reaction SMILES: [CH2:34]1[O:35][CH2:36][CH2:37][CH2:38]1.[CH3:1][c:2]1[cH:3][cH:4][cH:5][c:6]([CH:7]=[O:8])[cH:9]1.[c:10]1([P:11]([c:12]2[cH:13][cH:14][cH:15][cH:16][cH:17]2)([c:18]2[cH:19][cH:20][cH:21][cH:22][cH:23]2)=[CH:29][C:30](=[O:31])[O:32][CH3:33])[cH:24][cH:25][cH:26][cH:27][cH:28]1>>[CH3:1][c:2]1[cH:3][cH:4][cH:5][c:6]([CH:7]=[CH:29][C:30](=[O:31])[O:32][CH3:33])[cH:9]1. Starting materials: CO, [K+], COC(=O)C1CC(n2cc(-c3cnc(N)c(-c4nc5ccccc5o4)c3)cn2)CN1C(=O)OC(C)(C)C, [OH-]. Yields the product CC(C)(C)OC(=O)N1CC(n2cc(-c3cnc(N)c(-c4nc5ccccc5o4)c3)cn2)CC1C(=O)O. As a reaction SMILES: [CH3:40][OH:41].[K+:2].[NH2:3][c:4]1[c:5](-[c:31]2[o:32][c:33]3[c:34]([n:35]2)[cH:36][cH:37][cH:38][cH:39]3)[cH:6][c:7](-[c:10]2[cH:11][n:12][n:13]([CH:15]3[CH2:16][CH:17]([C:27](=[O:28])[O:29][CH3:30])[N:18]([C:20](=[O:21])[O:22][C:23]([CH3:24])([CH3:25])[CH3:26])[CH2:19]3)[cH:14]2)[cH:8][n:9]1.[OH-:1]>>[NH2:3][c:4]1[c:5](-[c:31]2[o:32][c:33]3[c:34]([n:35]2)[cH:36][cH:37][cH:38][cH:39]3)[cH:6][c:7](-[c:10]2[cH:11][n:12][n:13]([CH:15]3[CH2:16][CH:17]([C:27](=[O:28])[OH:29])[N:18]([C:20](=[O:21])[O:22][C:23]([CH3:24])([CH3:25])[CH3:26])[CH2:19]3)[cH:14]2)[cH:8][n:9]1. Starting materials: C1(CC1)COC1=C(C2=C(OCO2)C=C1)C1=C2C(=NC=C1)C(=C(N2COCC[Si](C)(C)C)C)C(=O)O (7-[5-(cyclopropylmethoxy)-1,3-benzodioxol-4-yl]-2-methyl-1-{[2-(trimethylsilyl)ethoxy]methyl}-1H-pyrrolo[3,2-b]pyridine-3-carboxylic acid), N[C@@H]1CC[C@H](CC1)NC(OC(C)(C)C)=O (tert-butyl trans-(4-amino-cyclohexyl)-carbamate). The product is C1(CC1)COC1=C(C2=C(OCO2)C=C1)C1=C2C(=NC=C1)C(=C(N2COCC[Si](C)(C)C)C)C(=O)N[C@@H]2CC[C@H](CC2)NC(OC(C)(C)C)=O (tert-Butyl (trans-4-{[(7-[5-(cyclopropylmethoxy)-1,3-benzodioxol-4-yl]-2-methyl-1-{[2-(trimethylsilyl)ethoxy]methyl}-1H-pyrrolo[3,2-b]pyridin-3-yl)carbonyl]amino}cyclohexyl)carbamate). As a reaction SMILES: [CH:1]1([CH2:4][O:5][C:6]2[CH:14]=[CH:13][C:9]3[O:10][CH2:11][O:12][C:8]=3[C:7]=2[C:15]2[CH:20]=[CH:19][N:18]=[C:17]3[C:21]([C:33]([OH:35])=O)=[C:22]([CH3:32])[N:23]([CH2:24][O:25][CH2:26][CH2:27][Si:28]([CH3:31])([CH3:30])[CH3:29])[C:16]=23)[CH2:3][CH2:2]1.[NH2:36][C@H:37]1[CH2:42][CH2:41][C@H:40]([NH:43][C:44](=[O:50])[O:45][C:46]([CH3:49])([CH3:48])[CH3:47])[CH2:39][CH2:38]1>>[CH:1]1([CH2:4][O:5][C:6]2[CH:14]=[CH:13][C:9]3[O:10][CH2:11][O:12][C:8]=3[C:7]=2[C:15]2[CH:20]=[CH:19][N:18]=[C:17]3[C:21]([C:33]([NH:36][C@H:37]4[CH2:42][CH2:41][C@H:40]([NH:43][C:44](=[O:50])[O:45][C:46]([CH3:48])([CH3:47])[CH3:49])[CH2:39][CH2:38]4)=[O:35])=[C:22]([CH3:32])[N:23]([CH2:24][O:25][CH2:26][CH2:27][Si:28]([CH3:29])([CH3:30])[CH3:31])[C:16]=23)[CH2:3][CH2:2]1. Reported procedure: Starting from 7-[5-(cyclopropylmethoxy)-1,3-benzodioxol-4-yl]-2-methyl-1-{[2-(trimethylsilyl)ethoxy]methyl}-1H-pyrrolo[3,2-b]pyridine-3-carboxylic acid (example D.c1) and commercially available tert-butyl trans-(4-amino-cyclohexyl)-carbamate the title compound is obtained as pale yellow viscous oil. The reactants are COC=1C=CC2=C(C1)OC(C=1CNCCC12)=O (8-methoxy-1,2,3,4-tetrahydro-chromeno[3,4-c]pyridin-5-one), N1=CC(=CC=C1)C=O (3-pyridinecarboxaldehyde). Yields the product COC=1C=CC2=C(C1)OC(C=1CN(CCC12)CC=1C=NC=CC1)=O (8-Methoxy-3-pyridin-3-ylmethyl-1,2,3,4-tetrahydro-chromeno[3,4-c]pyridin-5-one). Yield: 19.0%. As a reaction SMILES: [CH3:1][O:2][C:3]1[CH:4]=[CH:5][C:6]2[C:16]3[CH2:15][CH2:14][NH:13][CH2:12][C:11]=3[C:10](=[O:17])[O:9][C:7]=2[CH:8]=1.[N:18]1[CH:23]=[CH:22][CH:21]=[C:20]([CH:24]=O)[CH:19]=1>>[CH3:1][O:2][C:3]1[CH:4]=[CH:5][C:6]2[C:16]3[CH2:15][CH2:14][N:13]([CH2:24][C:20]4[CH:19]=[N:18][CH:23]=[CH:22][CH:21]=4)[CH2:12][C:11]=3[C:10](=[O:17])[O:9][C:7]=2[CH:8]=1. Reported procedure: Prepared by the procedure of Example 3 from 8-methoxy-1,2,3,4-tetrahydro-chromeno[3,4-c]pyridin-5-one and 3-pyridinecarboxaldehyde. Yield 19%; mp 107°-110° C.